Dataset: the Open Reaction Database (ORD), a public repository of structured organic reaction records. Task: describe an organic reaction: reactants, conditions, products, and yield Reactants: CN(C=CC1=CC(N(C=C1)C1=COC=C1)=O)C (4-(2-dimethylamino-vinyl)-1-furan-3-yl-1H-pyridin-2-one), I(=O)(=O)(=O)[O-].[Na+] (sodium periodate). The solvent is O1CCCC1 (tetrahydrofuran). Conditions: time 6 hour. Yields the product O1C=C(C=C1)N1C(C=C(C=C1)C=O)=O (1-furan-3-yl-2-oxo-1,2-dihydro-pyridine-4-carbaldehyde). Reaction SMILES: CN(C)C=[CH:4][C:5]1[CH:10]=[CH:9][N:8]([C:11]2[CH:15]=[CH:14][O:13][CH:12]=2)[C:7](=[O:16])[CH:6]=1.I([O-])(=O)(=O)=[O:19].[Na+]>O1CCCC1>[O:13]1[CH:14]=[CH:15][C:11]([N:8]2[CH:9]=[CH:10][C:5]([CH:4]=[O:19])=[CH:6][C:7]2=[O:16])=[CH:12]1 |f:1.2|. Procedure: To a solution of 4-(2-dimethylamino-vinyl)-1-furan-3-yl-1H-pyridin-2-one (21 mmol) in 50% aqueous tetrahydrofuran (700 mL) is added sodium periodate (13 g, 63 mmol). After six hours of stirring at room temperature, the reaction mixture is filtered. The filtrate is washed 3× with saturated aqueous sodium hydrogen carbonate solution, dried over anhydrous magnesium sulfate, and concentrated under reduced pressure to provide 1-furan-3-yl-2-oxo-1,2-dihydro-pyridine-4-carbaldehyde as a yellow powder (... Starting materials: CO, c1nc(-c2cnn(C(CC3CC3)C3CCCC3)c2)c2cc[nH]c2n1, O=C(O)C(F)(F)F, [H][H]. Product: CCCC(C1CCCC1)n1cc(-c2ncnc3[nH]ccc23)cn1, O=C(O)C(F)(F)F. Reaction SMILES: [CH3:34][OH:35].[CH:8]1([CH:13]([CH2:14][CH:15]2[CH2:16][CH2:17]2)[n:18]2[n:19][cH:20][c:21](-[c:23]3[c:24]4[c:25]([n:26][cH:27][n:28]3)[nH:29][cH:30][cH:31]4)[cH:22]2)[CH2:9][CH2:10][CH2:11][CH2:12]1.[F:1][C:2]([C:3](=[O:4])[OH:5])([F:6])[F:7].[H:32][H:33]>>[CH:8]1([CH:13]([CH2:14][CH2:15][CH3:16])[n:18]2[n:19][cH:20][c:21](-[c:23]3[c:24]4[c:25]([n:26][cH:27][n:28]3)[nH:29][cH:30][cH:31]4)[cH:22]2)[CH2:9][CH2:10][CH2:11][CH2:12]1.[F:1][C:2]([C:3](=[O:4])[OH:5])([F:6])[F:7]. Reactants: [OH-].[Na+] (sodium hydroxide), solution, ClC=1C=C(C2=C(C=C(C(O2)C(F)(F)F)C(=O)OCC)C1)C#CCCCCl (ethyl 6-chloro-8-(5-chloro-1-pentynyl)-2-(trifluoromethyl)-2H-1-benzopyran-3-carboxylate). Run in C1CCOC1.C(C)O.O (THF ethanol water). Run at time 18 hour. Yields the product ClC=1C=C(C2=C(C=C(C(O2)C(F)(F)F)C(=O)O)C1)C#CCCCCl (6-chloro-8-(5-chloro-1-pentynyl)-2-(trifluoromethyl)-2H-1-benzopyran-3-carboxylic acid). Yield: 79.6%. As a reaction SMILES: [Cl:1][C:2]1[CH:3]=[C:4]([C:21]#[C:22][CH2:23][CH2:24][CH2:25][Cl:26])[C:5]2[O:10][CH:9]([C:11]([F:14])([F:13])[F:12])[C:8]([C:15]([O:17]CC)=[O:16])=[CH:7][C:6]=2[CH:20]=1.[OH-].[Na+]>C1COCC1.C(O)C.O>[Cl:1][C:2]1[CH:3]=[C:4]([C:21]#[C:22][CH2:23][CH2:24][CH2:25][Cl:26])[C:5]2[O:10][CH:9]([C:11]([F:14])([F:13])[F:12])[C:8]([C:15]([OH:17])=[O:16])=[CH:7][C:6]=2[CH:20]=1 |f:1.2,3.4.5|. Procedure details: The ester (Step 1) (0.500 g, 1.23 mmol) was dissolved in THF-ethanol-water(7:2:1; 10 mL). It was treated with sodium hydroxide (0.49 mL, 1.23 mmol of a 2.5 N solution), and stirred at room temperature for 18 hours. The solvent was evaporated and the residue was dissolved in water (10 mL). Diethyl ether (10 mL) was added and the mixture acidified with concentrated HCl. The organic layer was separated, and the aqueous phase was extracted with diethyl ether (2×10 mL). The combined extracts were dri... Reactants: [OH-].[Na+] (NaOH), [BH4-].[Na+] (NaBH4), C(=O)(C(F)(F)F)O (TFA), [Li]CCCC (n-BuLi), C(C)OC=1C=C(C#N)C=CC1OC (3-Ethoxy-4-methoxybenzonitrile), CS(=O)(=O)C (Dimethylsulfone). Solvent: O (DI water), O1CCCC1 (tetrahydrofuran), O1CCCC1 (tetrahydrofuran). Reaction conditions: temperature 7.5 celsius, time 80 minute. Product: C(C)OC=1C=C(C=CC1OC)C(CS(=O)(=O)C)N (2-(3-ethoxy-4-methoxyphenyl)-1-(methanesulfonyl)-eth-2-ylamine). Yield: 70.5%. As a reaction SMILES: [CH3:1][S:2]([CH3:5])(=[O:4])=[O:3].[Li]CCCC.[CH2:11]([O:13][C:14]1[CH:15]=[C:16]([CH:19]=[CH:20][C:21]=1[O:22][CH3:23])[C:17]#[N:18])[CH3:12].[BH4-].[Na+].C(O)(C(F)(F)F)=O.[OH-].[Na+]>O1CCCC1.O>[CH2:11]([O:13][C:14]1[CH:15]=[C:16]([CH:17]([NH2:18])[CH2:1][S:2]([CH3:5])(=[O:4])=[O:3])[CH:19]=[CH:20][C:21]=1[O:22][CH3:23])[CH3:12] |f:3.4,6.7|. Procedure: Dimethylsulfone (14.1 g, 150 mmoles, from Aldrich Chemicals) and tetrahydrofuran (55 ml, from Aldrich Chemicals) were charged to a three-necked RBF at room temperature. The mixture was cooled to 5-10° C. n-BuLi (55 ml of 2.5M solution in hexanes, from Aldrich Chemicals) was added to the flask at a rate such that the reaction mixture was maintained at 5-10° C. A line rinse with 11 ml tetrahydrofuran followed. The mixture was stirred at 0-5° C. for 80 minutes. 3-Ethoxy-4-methoxybenzonitrile (22.2 ...